This data is from the Open Reaction Database (ORD), a public repository of structured organic reaction records. The task is: describe an organic reaction: reactants, conditions, products, and yield Starting materials: C(CCCC)C1=CC=C(OC(=O)C2=CC=C(C=C2)OC(C2=C(C=C(C=C2)OCC2=CC=CC=C2)Cl)=O)C=C1 (4-benzyloxy-2-chloro-benzoic acid 4-(4-pentyl-phenoxycarbonyl)-phenyl ester), C1CCCCC1 (cyclohexane). The reagents and catalysts are [OH-].[OH-].[Pd+2] (palladium hydroxide/carbon). The solvent is C(C)O (ethanol). Product: C(CCCC)C1=CC=C(OC(=O)C2=CC=C(C=C2)OC(C2=C(C=C(C=C2)O)Cl)=O)C=C1 (2-chloro-4-hydroxy-benzoic acid 4-(4-pentyl-phenoxycarbonyl)-phenyl ester). Yield: 80.0%. As a reaction SMILES: [CH2:1]([C:6]1[CH:38]=[CH:37][C:9]([O:10][C:11]([C:13]2[CH:18]=[CH:17][C:16]([O:19][C:20](=[O:36])[C:21]3[CH:26]=[CH:25][C:24]([O:27]CC4C=CC=CC=4)=[CH:23][C:22]=3[Cl:35])=[CH:15][CH:14]=2)=[O:12])=[CH:8][CH:7]=1)[CH2:2][CH2:3][CH2:4][CH3:5].C1CCCCC1>[OH-].[OH-].[Pd+2].C(O)C>[CH2:1]([C:6]1[CH:38]=[CH:37][C:9]([O:10][C:11]([C:13]2[CH:18]=[CH:17][C:16]([O:19][C:20](=[O:36])[C:21]3[CH:26]=[CH:25][C:24]([OH:27])=[CH:23][C:22]=3[Cl:35])=[CH:15][CH:14]=2)=[O:12])=[CH:8][CH:7]=1)[CH2:2][CH2:3][CH2:4][CH3:5] |f:2.3.4|. Procedure details: 2.5 g (4.7 mmol) of 4-benzyloxy-2-chloro-benzoic acid 4-(4-pentyl-phenoxycarbonyl)-phenyl ester, 20 mL of cyclohexane and 0.13 g of palladium hydroxide/carbon were added to 25 mL of dehydrated ethanol and refluxed for 12 hours in the presence of argon. The resulting reaction mixture was filtered and the filtrate was concentrated. The residue was recrystallized from hexane/ethyl acetate to obtain 1.65 g of a white solid. Reactants: CC1=NN2C(NC(C3=C2C2=C(N=C3)NN=C2)=O)=C1 (2-methyl-4H-pyrazolo[1,5-a]pyrazolo-[4',3':5,6]pyrido[3,4-e]pyrimidin-5(8H)-one), CI (methyl iodide), C(C)N1N=CC2=C1N=CC=1C(NC=3N(C12)N=C(C3)C)=O (8-ethyl-2-methyl-4H-pyrazolo[1,5-a]pyrazolo[4',3':5,6]-pyrido[3,4-e]pyrimidin-5(8H)-one), C(C1=CC=CC=C1)I (benzyl iodide). Product: CC1=NN2C(N(C(C3=C2C2=C(N=C3)NN=C2)=O)CC2=CC=CC=C2)=C1 (2-methyl-4-phenylmethyl-4H-pyrazolo[1,5-a]pyrazolo[4',3':5,6]pyrido-[3,4-e]pyrimidin-5(8H)-one). Reaction SMILES: [CH3:1][C:2]1[CH:18]=[C:5]2[NH:6][C:7](=[O:17])[C:8]3[CH:13]=[N:12][C:11]4[NH:14][N:15]=[CH:16][C:10]=4[C:9]=3[N:4]2[N:3]=1.C(N1C2N=CC3C(=O)NC4N(N=C(C)C=4)C=3C=2C=N1)C.[CH2:39](I)[C:40]1[CH:45]=[CH:44][CH:43]=[CH:42][CH:41]=1.CI>>[CH3:1][C:2]1[CH:18]=[C:5]2[N:6]([CH2:39][C:40]3[CH:45]=[CH:44][CH:43]=[CH:42][CH:41]=3)[C:7](=[O:17])[C:8]3[CH:13]=[N:12][C:11]4[NH:14][N:15]=[CH:16][C:10]=4[C:9]=3[N:4]2[N:3]=1. Reported procedure: By substituting the 2-methyl-4H-pyrazolo[1,5-a]pyrazolo-[4',3':5,6]pyrido[3,4-e]pyrimidin-5(8H)-one of Example 8 for the 8-ethyl-2-methyl-4H-pyrazolo[1,5-a]pyrazolo[4',3':5,6]-pyrido[3,4-e]pyrimidin-5(8H)-one and benzyl iodide for the methyl iodide in the procedure of Example 1 c, 2-methyl-4-phenylmethyl-4H-pyrazolo[1,5-a]pyrazolo[4',3':5,6]pyrido-[3,4-e]pyrimidin-5(8H)-one is obtained.